This data is from the Open Reaction Database (ORD), a public repository of structured organic reaction records. The task is: describe an organic reaction: reactants, conditions, products, and yield The reactants are CC(C)(C)OC(=O)C(C)(C)Sc1nc(CNC(=O)c2ccc(Br)cc2)cs1, OB(O)Oc1ccc(C(F)(F)F)cc1, [Na+], [Na+], O=C([O-])[O-], C1COCCO1, O, c1ccc(P(c2ccccc2)(c2ccccc2)[Pd](P(c2ccccc2)(c2ccccc2)c2ccccc2)(P(c2ccccc2)(c2ccccc2)c2ccccc2)P(c2ccccc2)(c2ccccc2)c2ccccc2)cc1. Yields the product CC(C)(C)OC(=O)C(C)(C)Sc1nc(CNC(=O)c2ccc(-c3ccc(C(F)(F)F)cc3)cc2)cs1. RXN SMILES: [C:1]([CH3:2])([CH3:3])([CH3:4])[O:5][C:6]([C:7]([CH3:8])([CH3:9])[S:10][c:11]1[s:12][cH:13][c:14]([CH2:16][NH:17][C:18]([c:19]2[cH:20][cH:21][c:22]([Br:25])[cH:23][cH:24]2)=[O:26])[n:15]1)=[O:27].[F:28][C:29]([c:30]1[cH:31][cH:32][c:33]([O:36][B:37]([OH:38])[OH:39])[cH:34][cH:35]1)([F:40])[F:41].[Na+:49].[Na+:50].[O-:51][C:52](=[O:53])[O-:54].[O:43]1[CH2:44][CH2:45][O:46][CH2:47][CH2:48]1.[OH2:42].[cH:55]1[cH:56][cH:57][c:58]([P:59]([Pd:60]([P:61]([c:62]2[cH:63][cH:64][cH:65][cH:66][cH:67]2)([c:68]2[cH:69][cH:70][cH:71][cH:72][cH:73]2)[c:74]2[cH:75][cH:76][cH:77][cH:78][cH:79]2)([P:80]([c:81]2[cH:82][cH:83][cH:84][cH:85][cH:86]2)([c:87]2[cH:88][cH:89][cH:90][cH:91][cH:92]2)[c:93]2[cH:94][cH:95][cH:96][cH:97][cH:98]2)[P:99]([c:100]2[cH:101][cH:102][cH:103][cH:104][cH:105]2)([c:106]2[cH:107][cH:108][cH:109][cH:110][cH:111]2)[c:112]2[cH:113][cH:114][cH:115][cH:116][cH:117]2)([c:118]2[cH:119][cH:120][cH:121][cH:122][cH:123]2)[c:124]2[cH:125][cH:126][cH:127][cH:128][cH:129]2)[cH:130][cH:131]1>>[C:1]([CH3:2])([CH3:3])([CH3:4])[O:5][C:6]([C:7]([CH3:8])([CH3:9])[S:10][c:11]1[s:12][cH:13][c:14]([CH2:16][NH:17][C:18]([c:19]2[cH:20][cH:21][c:22](-[c:33]3[cH:32][cH:31][c:30]([C:29]([F:28])([F:40])[F:41])[cH:35][cH:34]3)[cH:23][cH:24]2)=[O:26])[n:15]1)=[O:27]. Starting materials: CCCCc1nc2c(N)nc3ccccc3c2n1CCCN(C(=O)[O-])C(C)(C)C, ClCCl, O=C(O)C(F)(F)F. Yields the product CCCCc1nc2c(N)nc3ccccc3c2n1CCCN. RXN SMILES: [C:1]([N:5]([C:2](=[O:3])[O-:4])[CH2:9][CH2:10][CH2:11][n:12]1[c:13]([CH2:26][CH2:27][CH2:28][CH3:29])[n:14][c:15]2[c:16]([NH2:25])[n:17][c:18]3[cH:19][cH:20][cH:21][cH:22][c:23]3[c:24]12)([CH3:6])([CH3:7])[CH3:8].[Cl:37][CH2:38][Cl:39].[F:30][C:31]([F:32])([F:33])[C:34]([OH:35])=[O:36]>>[NH2:5][CH2:9][CH2:10][CH2:11][n:12]1[c:13]([CH2:26][CH2:27][CH2:28][CH3:29])[n:14][c:15]2[c:16]([NH2:25])[n:17][c:18]3[cH:19][cH:20][cH:21][cH:22][c:23]3[c:24]12.